From a dataset of the Open Reaction Database (ORD), a public repository of structured organic reaction records. describe an organic reaction: reactants, conditions, products, and yield Starting materials: C1(=CC=CC=C1)C1=CC(OC2=CC=C(C=C12)C#CC1=CC=C(C(=O)OCC)C=C1)(C)C (ethyl 4-[[4-phenyl-2,2-dimethyl-(2H)-chromen-6-yl]-ethynyl]-benzoate), C1(=CC=CC=C1)C1=CC(OC2=CC=C(C=C12)C#CC1=CC=C(C(=O)OCC)C=C1)(C)C (ethyl 4-[[4-phenyl-2,2-dimethyl-(2H)-chromen-6-yl]-ethynyl]-benzoate), [OH-].[Na+] (NaOH), aqueous solution, Cl (HCl). Run in C1CCOC1 (THF), CCO (EtOH). Conditions: temperature 35 celsius, time 8 hour. Yields the product C1(=CC=CC=C1)C1=CC(OC2=CC=C(C=C12)C#CC1=CC=C(C(=O)O)C=C1)(C)C (4-[[4-phenyl-2,2-dimethyl-(2H)-chromen-6-yl]-ethynyl]-benzoic acid). Isolated yield 73.8%. Reaction SMILES: [C:1]1([C:7]2[C:16]3[C:11](=[CH:12][CH:13]=[C:14]([C:17]#[C:18][C:19]4[CH:29]=[CH:28][C:22]([C:23]([O:25]CC)=[O:24])=[CH:21][CH:20]=4)[CH:15]=3)[O:10][C:9]([CH3:31])([CH3:30])[CH:8]=2)[CH:6]=[CH:5][CH:4]=[CH:3][CH:2]=1.[OH-].[Na+].Cl>C1COCC1.CCO>[C:1]1([C:7]2[C:16]3[C:11](=[CH:12][CH:13]=[C:14]([C:17]#[C:18][C:19]4[CH:20]=[CH:21][C:22]([C:23]([OH:25])=[O:24])=[CH:28][CH:29]=4)[CH:15]=3)[O:10][C:9]([CH3:31])([CH3:30])[CH:8]=2)[CH:6]=[CH:5][CH:4]=[CH:3][CH:2]=1 |f:1.2|. Procedure: To a solution of ethyl 4-[[4-phenyl-2,2-dimethyl-(2H)-chromen-6-yl]-ethynyl]-benzoate (Compound 265, 70.0 mg, 0.171 mmol) in 3.0 mL THF and 3.0 mL EtOH was added NaOH (120.0 mg, 3.0 mmol, 3.0 mL of a 1M aqueous solution). The resulting solution was heated to 35° C., cooled to room temperature and stirred overnight. The reaction was acidified with 10% aqueous HCl and extracted with EtOAc. The combined organic layers were washed with H2O, saturated aqueous NaCl, and dried (Na2SO4) before the solve... Reactants: Cl (hydrochloric acid), [OH-].[Na+] (sodium hydroxide), C1(=CC=C(C=C1)NC(=N)NC(=N)N)C (1-(p-tolyl)biguanide), Cl(=O)(=O)[O-].[Na+] (sodium chlorate). Solvent: C(C)(=O)O (acetic acid), O (water). Reaction conditions: time 10 hour. Yields the product Cl.ClC1=C(C=CC(=C1)C)NC(=N)NC(=N)N (1-(2-chloro-4-methylphenyl)biguanide hydrochloride). RXN SMILES: [C:1]1([CH3:14])[CH:6]=[CH:5][C:4]([NH:7][C:8]([NH:10][C:11]([NH2:13])=[NH:12])=[NH:9])=[CH:3][CH:2]=1.[ClH:15].[Cl:16]([O-])(=O)=O.[Na+].[OH-].[Na+]>C(O)(=O)C.O>[ClH:16].[Cl:15][C:5]1[CH:6]=[C:1]([CH3:14])[CH:2]=[CH:3][C:4]=1[NH:7][C:8]([NH:10][C:11]([NH2:13])=[NH:12])=[NH:9] |f:2.3,4.5,8.9|. Reported procedure: To 0.05 moles of 1-(p-tolyl)biguanide dissolved in 75 ml of acetic acid is added 9 ml of concentrated hydrochloric acid followed by 1.74 g. (0.0164 moles) of sodium chlorate in 4 ml of water. The temperature is held below 25°C with stirring for 10 hours and then cooled in an ice bath. To the reaction mixture is added 40% sodium hydroxide solution and extracted with ether. The ether is worked with water, dried over magnesium sulfite and evaporated to dryness. The hydrochloride salt is then prepar... The reactants are [H][H] (hydrogen), COC1=CC=C(C=C1)C(C1=CC=C(C=C1)OC)NC=1C(=C(OC2=C(C(=O)OC)C=CC(=C2)F)C=CC1)[N+](=O)[O-] (methyl 2(3-(bis(4-methoxyphenyl)methylamino)-2-nitrophenoxy)-4-fluorobenzoate), stainless steel. Reagents/catalysts: [Ni] (nickel). Run in O1CCCC1 (tetrahydrofuran). Product: NC1=C(OC2=C(C(=O)OC)C=CC(=C2)F)C=CC=C1NC(C1=CC=C(C=C1)OC)C1=CC=C(C=C1)OC (methyl 2-(2-amino-3-(bis(4-methoxyphenyl)methylamino)phenoxy)-4-fluorobenzoate), solvent. Reaction SMILES: [CH3:1][O:2][C:3]1[CH:8]=[CH:7][C:6]([CH:9]([NH:18][C:19]2[C:20]([N+:37]([O-])=O)=[C:21]([CH:34]=[CH:35][CH:36]=2)[O:22][C:23]2[CH:32]=[C:31]([F:33])[CH:30]=[CH:29][C:24]=2[C:25]([O:27][CH3:28])=[O:26])[C:10]2[CH:15]=[CH:14][C:13]([O:16][CH3:17])=[CH:12][CH:11]=2)=[CH:5][CH:4]=1.[H][H]>O1CCCC1.[Ni]>[NH2:37][C:20]1[C:19]([NH:18][CH:9]([C:6]2[CH:5]=[CH:4][C:3]([O:2][CH3:1])=[CH:8][CH:7]=2)[C:10]2[CH:15]=[CH:14][C:13]([O:16][CH3:17])=[CH:12][CH:11]=2)=[CH:36][CH:35]=[CH:34][C:21]=1[O:22][C:23]1[CH:32]=[C:31]([F:33])[CH:30]=[CH:29][C:24]=1[C:25]([O:27][CH3:28])=[O:26]. Procedure details: To a solution of Example 44B (2.76 g) in tetrahydrofuran (125 ml) in a stainless steel bottle was added nickel catalyst (2.76 g). The mixture was stirred for 1 hour under 30 psi of hydrogen at ambient temperature. The mixture was filtered through a nylon membrane to remove the catalyst and the title compound was obtained upon evaporation of the solvent (2.54 g). Starting materials: CCO, N#Cc1cc(Cl)c2[nH]ncc2c1, [K+], [OH-], O. The product is O=C(O)c1cc(Cl)c2[nH]ncc2c1. Reaction SMILES: [CH3:16][CH2:17][OH:18].[Cl:1][c:2]1[cH:3][c:4]([C:11]#[N:12])[cH:5][c:6]2[cH:7][n:8][nH:9][c:10]12.[K+:15].[OH-:14].[OH2:13]>>[Cl:1][c:2]1[cH:3][c:4]([C:11](=[O:13])[OH:14])[cH:5][c:6]2[cH:7][n:8][nH:9][c:10]12. Reactants: C(=O)(O)C=1C=CC2=C(C(=NC=C3N2C(N=N3)C)C3=C(C=CC=C3)Cl)C1 (8-carboxy-6-(2-chlorophenyl)-1-methyl[1,2,4]triazolo-[4,3-a][1,4]benzodiazepine), C(C(=O)Cl)(=O)Cl (oxalyl chloride). Solvent: ClCCl (dichloromethane). Conditions: time 2 hour. Yields the product ClC(=O)C=1C=CC2=C(C(=NC=C3N2C(N=N3)C)C3=C(C=CC=C3)Cl)C1 (8-chlorocarbonyl-6-(2-chlorophenyl)-1-methyl[1,2,4]- triazolo[4,3-a][1,4]benzodiazepine). Yield: 99.7%. Reaction SMILES: [C:1]([C:4]1[CH:5]=[CH:6][C:7]2[N:13]3[CH:14]([CH3:17])[N:15]=[N:16][C:12]3=[CH:11][N:10]=[C:9]([C:18]3[CH:23]=[CH:22][CH:21]=[CH:20][C:19]=3[Cl:24])[C:8]=2[CH:25]=1)([OH:3])=O.C(Cl)(=O)C([Cl:29])=O>ClCCl>[Cl:29][C:1]([C:4]1[CH:5]=[CH:6][C:7]2[N:13]3[CH:14]([CH3:17])[N:15]=[N:16][C:12]3=[CH:11][N:10]=[C:9]([C:18]3[CH:23]=[CH:22][CH:21]=[CH:20][C:19]=3[Cl:24])[C:8]=2[CH:25]=1)=[O:3]. Reported procedure: 3.5 g (0.01 mol) of 8-carboxy-6-(2-chlorophenyl)-1-methyl[1,2,4]triazolo-[4,3-a][1,4]benzodiazepine are suspended in 40 ml of dichloromethane. While cooling in ice, 2.5 g (0.02 mol) of oxalyl chloride are added dropwise, and the mixture is stirred at room temperature for 2 hours. It is then concentrated and subsequently distilled twice with anhydrous chloroform. The crystalline residue is triturated with petroleum ether and filtered off with suction. 3.7 g (100%) of 8-chlorocarbonyl-6-(2-chlorop... As a reaction SMILES: [Al+3:15].[CH2:20]1[O:21][CH2:22][CH2:23][CH2:24]1.[H-:14].[H-:17].[H-:18].[H-:19].[Li+:16].[OH:1][C:2]1([c:6]2[cH:7][cH:8][c:9]([C:10]#[N:11])[cH:12][cH:13]2)[CH2:3][CH2:4][CH2:5]1>>[OH:1][C:2]1([c:6]2[cH:7][cH:8][c:9]([CH2:10][NH2:11])[cH:12][cH:13]2)[CH2:3][CH2:4][CH2:5]1. The product is NCc1ccc(C2(O)CCC2)cc1. The reactants are [Al+3], C1CCOC1, [H-], [H-], [H-], [H-], [Li+], N#Cc1ccc(C2(O)CCC2)cc1. The reactants are Cl, Fc1ccc(Br)cc1F, c1cc(CCCC2CCNCC2)c2nonc2c1. Product: Fc1ccc(CCCC2CCNCC2)cc1F, Cl. As a reaction SMILES: [ClH:1].[F:20][c:21]1[cH:22][c:23]([Br:28])[cH:24][cH:25][c:26]1[F:27].[n:2]1[o:3][n:4][c:5]2[c:6]([CH2:11][CH2:12][CH2:13][CH:14]3[CH2:15][CH2:16][NH:17][CH2:18][CH2:19]3)[cH:7][cH:8][cH:9][c:10]12>>[CH2:11]([CH2:12][CH2:13][CH:14]1[CH2:15][CH2:16][NH:17][CH2:18][CH2:19]1)[c:23]1[cH:22][c:21]([F:20])[c:26]([F:27])[cH:25][cH:24]1.[ClH:1]. Starting materials: CCOCCO, COc1cc2ncc(C#N)c(Cl)c2cc1OC, Cc1ccc(N)cc1Cl, Cl, c1ccncc1. Product: COc1cc2ncc(C#N)c(Nc3ccc(C)c(Cl)c3)c2cc1OC. Reaction SMILES: [CH3:34][CH2:35][O:36][CH2:37][CH2:38][OH:39].[Cl:1][c:2]1[c:3]([C:16]#[N:17])[cH:4][n:5][c:6]2[cH:7][c:8]([O:14][CH3:15])[c:9]([O:12][CH3:13])[cH:10][c:11]12.[Cl:25][c:26]1[c:27]([CH3:33])[cH:28][cH:29][c:30]([NH2:32])[cH:31]1.[ClH:18].[n:19]1[cH:20][cH:21][cH:22][cH:23][cH:24]1>>[c:2]1([NH:32][c:30]2[cH:29][cH:28][c:27]([CH3:33])[c:26]([Cl:25])[cH:31]2)[c:3]([C:16]#[N:17])[cH:4][n:5][c:6]2[cH:7][c:8]([O:14][CH3:15])[c:9]([O:12][CH3:13])[cH:10][c:11]12. Starting materials: NC1=CC=C2C=CC=NC2=C1C (7-amino-8-methylquinoline), C(C)N=C(N(C(=O)OCC1=CC=CC=C1)C(=O)OCC1=CC=CC=C1)S (ethyl N,N-bis(benzyloxy-carbonyl)pseudothiourea), mercuric acetate, C(C)(=O)OCC (ethyl acetate). Solvent: O1CCCC1 (tetrahydrofuran). Conditions: time 1 hour. Yields the product C(C1=CC=CC=C1)OC(=O)N=C(NC1=CC=C2C=CC=NC2=C1C)NC(=O)OCC1=CC=CC=C1 (7-[N2,N3-bis(benzyloxycarbonyl)guanidino]-8-methylquinoline). As a reaction SMILES: [NH2:1][C:2]1[C:11]([CH3:12])=[C:10]2[C:5]([CH:6]=[CH:7][CH:8]=[N:9]2)=[CH:4][CH:3]=1.C([N:15]=[C:16](S)[N:17](C(OCC1C=CC=CC=1)=O)[C:18]([O:20][CH2:21][C:22]1[CH:27]=[CH:26][CH:25]=[CH:24][CH:23]=1)=[O:19])C.[C:39]([O:42][CH2:43][CH3:44])(=[O:41])C>O1CCCC1>[CH2:43]([O:42][C:39]([N:15]=[C:16]([NH:17][C:18]([O:20][CH2:21][C:22]1[CH:27]=[CH:26][CH:25]=[CH:24][CH:23]=1)=[O:19])[NH:1][C:2]1[C:11]([CH3:12])=[C:10]2[C:5]([CH:6]=[CH:7][CH:8]=[N:9]2)=[CH:4][CH:3]=1)=[O:41])[C:44]1[CH:10]=[CH:11][CH:2]=[CH:3][CH:4]=1. Reported procedure: To a pale yellow solution of 500 mg of 7-amino-8-methylquinoline in 20 mL of tetrahydrofuran are added 1.18 g of ethyl N,N-bis(benzyloxy-carbonyl)pseudothiourea and 1.01 g of mercuric acetate and the mixture is stirred at room temperature for 1 hour. The suspension is diluted with ethyl acetate and the organic layer is washed with water followed by brine. The aqueous layers are extracted with ethyl acetate; the combined organic layers are dried over magnesium sulfate, filtered and rotary evapora...